The task is: describe an organic reaction: reactants, conditions, products, and yield. This data is from the Open Reaction Database (ORD), a public repository of structured organic reaction records. The reactants are CN1C2=C(N(CC1)C)C=NC=C2 (1,4-Dimethy-1,2,3,4-tetrahydropyrido[3,4-b]pyrazine), ( 3 ), ( w ), ( w ), ( w ), ( 4 ), ( w ), ( w ), ( w ), ( w ), ( s ), ( 4 ), ( w ), ( m ), ( w ), C1=NC=CC=2C1=NC=1CCCCC1N2 (6,7,8,9-Tetrahydropyrido[3,4-b]quinoxaline), ( m ), ( 13 ), ( w ), ( m ), ( 13 ), ( 5 ), ( 3 ), ( m ), ( w ), ( 22 ), ( 78 ), ( s ), ( 7 ), ( 13 ), ( w ), 25, ( 5 ), C19H17N3, ( w ), C(C)(=O)N1C2=C(N(CC1)C(C)=O)C=CN=C2 (1-(4-Acetyl-3,4-dihydro-2H-pyrido[3,4-b]pyrazin-1-yl)ethanone), [BH4-].[Na+] (NaBH4), ( s ), N1C2=C(NCC1)C=NC=C2 (1,2,3,4-Tetrahydropyrido[3,4-b]pyrazine), ( m ), ( 7 ), ( m ), ( 32 ), ( s ), ( m ), ( 5 ), ( m ), ( m ), ( s ). The solvent is CCOC(=O)C.CCN(CC)CC (EtOAc NEt3), O (water), C(C)O (ethanol). Conditions: temperature 40 celsius, time 48 hour. The product is C1(=CC=CC=C1)C1NC2=C(NC1C1=CC=CC=C1)C=NC=C2 (2,3-Diphenyl-1,2,3,4-tetrahydropyrido[3,4-b]pyrazine). As a reaction SMILES: [BH4-].[Na+].[CH:3]1[C:8]2=[N:9][C:10]3[CH2:11][CH2:12][CH2:13][CH2:14][C:15]=3[N:16]=[C:7]2[CH:6]=[CH:5][N:4]=1.CN1CCN(C)[C:20]2[CH:25]=N[CH:27]=[CH:28][C:19]1=2.[C:29](N1CCN(C(=O)C)C2C=CN=CC1=2)(=O)[CH3:30].N1CCNC2C=NC=C[C:46]1=2>CCOC(C)=O.CCN(CC)CC.O.C(O)C>[C:14]1([CH:15]2[CH:10]([C:19]3[CH:20]=[CH:25][CH:46]=[CH:27][CH:28]=3)[NH:9][C:8]3[CH:3]=[N:4][CH:5]=[CH:6][C:7]=3[NH:16]2)[CH:13]=[CH:12][CH:11]=[CH:30][CH:29]=1 |f:0.1,6.7|. Procedure details: 25 (6.25 g, 22.05 mmol) and 200 ml of ethanol were placed in a 500 ml flask. 6.25 g (165 mmol) of powdered NaBH4 were added to the solution and the reaction mixture was stirred at 40° C. for 48 hours. It was subsequently cooled to room temperature and the reaction was stopped by means of 10 ml of cold water. After stirring for a further 10 minutes, the reaction mixture was extracted twice with 100 ml of DCM and the combined organic phases were dried over Na2SO4. The crude product was purified by... Reactants: 1c, C(C)(C)(C)OC(=O)N1C[C@]2(CC3=C(C=C2CC1)N(N=C3)C3=CC=C(C=C3)F)COCC ((R)-4a-ethoxymethyl-1-(4-fluorophenyl)-1,4,4a,5,7,8-hexahydro-1,2,6-triaza-cyclopenta[b]naphthalene-6-carboxylic acid tert-butyl ester), N1=CC(=CC=C1)S(=O)(=O)Cl (pyridine-3-sulfonyl chloride). Product: C(C)OC[C@@]12CC3=C(C=C2CCN(C1)S(=O)(=O)C=1C=NC=CC1)N(N=C3)C3=CC=C(C=C3)F ((R)-4a-Ethoxymethyl-1-(4-fluorophenyl)-6-[[3-pyridinyl]sulfonyl]-1,4,7,8-tetrahydro-1,2,6-triazacyclopenta[b]naphthalene). As a reaction SMILES: C(OC([N:8]1[CH2:17][CH2:16][C:15]2[C@:10]([CH2:28][O:29][CH2:30][CH3:31])([CH2:11][C:12]3[CH:20]=[N:19][N:18]([C:21]4[CH:26]=[CH:25][C:24]([F:27])=[CH:23][CH:22]=4)[C:13]=3[CH:14]=2)[CH2:9]1)=O)(C)(C)C.[N:32]1[CH:37]=[CH:36][CH:35]=[C:34]([S:38](Cl)(=[O:40])=[O:39])[CH:33]=1>>[CH2:30]([O:29][CH2:28][C@@:10]12[CH2:9][N:8]([S:38]([C:34]3[CH:33]=[N:32][CH:37]=[CH:36][CH:35]=3)(=[O:40])=[O:39])[CH2:17][CH2:16][C:15]1=[CH:14][C:13]1[N:18]([C:21]3[CH:26]=[CH:25][C:24]([F:27])=[CH:23][CH:22]=3)[N:19]=[CH:20][C:12]=1[CH2:11]2)[CH3:31]. Procedure details: The title compound was prepared by the method of Preparation 1c using (R)-4a-ethoxymethyl-1-(4-fluorophenyl)-1,4,4a,5,7,8-hexahydro-1,2,6-triaza-cyclopenta[b]naphthalene-6-carboxylic acid tert-butyl ester and pyridine-3-sulfonyl chloride. LCMS (Method C): 469 (M+H)+, Retention time 11.1 minutes. Starting materials: CSC1=CC=C(C=C1)N1N=NN=C1 (1-[p-(methylthio)phenyl]-1H-tetrazole), S(=O)(Cl)Cl (thionyl chloride), S(=O)(=O)(Cl)Cl (sulfuryl chloride), CS(=O)C1=CC=C(C=C1)N1N=NN=C1 (1-[p-(methylsulfinyl)phenyl]-1H-tetrazole). Solvent: C(Cl)Cl (methylene chloride), C(Cl)Cl (methylene chloride), C(Cl)Cl (methylene chloride). Run at time 1 hour. Yields the product ClCSC1=CC=C(C=C1)N1N=NN=C1 (1-[p-(chlormethylthio)phenyl]-1H-tetrazole). As a reaction SMILES: [CH3:1][S:2][C:3]1[CH:8]=[CH:7][C:6]([N:9]2[CH:13]=[N:12][N:11]=[N:10]2)=[CH:5][CH:4]=1.S(Cl)([Cl:17])(=O)=O.CS(C1C=CC(N2C=NN=N2)=CC=1)=O.S(Cl)(Cl)=O>C(Cl)Cl>[Cl:17][CH2:1][S:2][C:3]1[CH:8]=[CH:7][C:6]([N:9]2[CH:13]=[N:12][N:11]=[N:10]2)=[CH:5][CH:4]=1. Procedure: A solution of 4.8 g. of 1-[p-(methylthio)phenyl]-1H-tetrazole in 80 ml. of methylene chloride was treated with 2.2 ml. of sulfuryl chloride in 10 ml. of methylene chloride. The solution was stirred at room temperature for 1 hour, evaporated to dryness on a steam bath, washed with hexane and recrystallized from methylene chloride to give white crystals, m.p. 115°-117° C. This product was also obtained by a similar reaction of 0.5 g. of 1-[p-(methylsulfinyl)phenyl]-1H-tetrazole and 0.18 ml. of thi... The reactants are O (water), ClC1=C(C=C(N)C=C1)C(F)(F)F (4-chloro-3-trifluoromethylaniline), BrCC(=O)OCC (ethyl bromoacetate), C(=O)([O-])[O-].[K+].[K+] (K2CO3), CN(C)C=O (DMF). Reaction conditions: temperature 70 celsius. Product: ClC1=C(C=C(C=C1)NCC(=O)O)C(F)(F)F (N-(4-chloro-3-trifluoromethylphenyl)glycine), C(C)N(CC(=O)O)C1=CC(=C(C=C1)Cl)C(F)(F)F (ethyl N-(4-chloro-3-trifluoromethylphenyl)glycine). Isolated yield 9.0%. Reaction SMILES: [Cl:1][C:2]1[CH:8]=[CH:7][C:5]([NH2:6])=[CH:4][C:3]=1[C:9]([F:12])([F:11])[F:10].Br[CH2:14][C:15]([O:17]CC)=[O:16].[C:20]([O-:23])([O-])=[O:21].[K+].[K+].O.[CH3:27][N:28]([CH:30]=O)[CH3:29]>>[Cl:1][C:2]1[CH:8]=[CH:7][C:5]([NH:6][CH2:14][C:15]([OH:17])=[O:16])=[CH:4][C:3]=1[C:9]([F:10])([F:11])[F:12].[CH2:30]([N:28]([C:29]1[CH:7]=[CH:8][C:2]([Cl:1])=[C:3]([C:9]([F:12])([F:10])[F:11])[CH:4]=1)[CH2:27][C:20]([OH:23])=[O:21])[CH3:14] |f:2.3.4|. Reported procedure: The required N-(4-chloro-3-trifluoromethylphenyl)glycine was prepared as follows. A mixture of 4-chloro-3-trifluoromethylaniline (1.369 g, 7 mmol), ethyl bromoacetate (1.55 mL, 14 mmol), K2CO3 (2.764 g, 20 mmol) in DMF (40 mL) was heated at 70° C. overnight. It was then poured into water and extracted with EtOAc. The organic layer was separated, washed with brine, dried with anhydrous Na2SO4, concentrated by rotary evaporation and purified by flash chromatography on silica gel with a gradient el... Starting materials: O (water), C1=CC(=CC=C1[N+](=O)[O-])O (p-nitrophenol), BrCC=CCBr (1,4-dibromo-2-butene), C(=O)([O-])[O-].[K+].[K+] (K2CO3). Solvent: CC(=O)C (acetone). Run at temperature 60 celsius. Product: [N+](=O)([O-])C1=CC=C(OCC=CCOC2=CC=C(C=C2)[N+](=O)[O-])C=C1 (1,4-Bis-(4-nitrophenoxy)-2-butene). Reaction SMILES: [CH:1]1[C:6]([N+:7]([O-:9])=[O:8])=[CH:5][CH:4]=[C:3]([OH:10])[CH:2]=1.Br[CH2:12][CH:13]=[CH:14][CH2:15]Br.[C:17]([O-:20])([O-])=O.[K+].[K+].[OH2:23]>CC(C)=O>[N+:7]([C:6]1[CH:5]=[CH:4][C:3]([O:10][CH2:12][CH:13]=[CH:14][CH2:15][O:20][C:17]2[CH:2]=[CH:1][C:6]([N+:7]([O-:8])=[O:23])=[CH:5][CH:4]=2)=[CH:2][CH:1]=1)([O-:9])=[O:8] |f:2.3.4|. Procedure details: A mixture of 5.6 g of p-nitrophenol, 4.3 g of 1,4-dibromo-2-butene, and 5.6 g of K2CO3 in 80 ml of acetone was heated at 60° C. overnight. The reaction mixture was poured into water and filtered to give, after drying, 6.8 g of product as a creamy colored solid. Starting materials: ClC1=C(C=CC=C1)C=1C(=CC=2N(N1)C(=NN2)C(=O)OCC)C2=CC=C(C=C2)Cl (ethyl 6-(2-chlorophenyl)-7-(4-chlorophenyl)-[1,2,4]triazolo[4,3-b]pyridazine-3-carboxylate), C(C1=CC=CC=C1)C1CCNCC1 (4-benzylpiperidine). Run in CO (methanol). Conditions: time 5 minute. Product: C(C1=CC=CC=C1)C1CCN(CC1)C(=O)C1=NN=C2N1N=C(C(=C2)C2=CC=C(C=C2)Cl)C2=C(C=CC=C2)Cl ((4-benzylpiperidin-1-yl)(6-(2-chlorophenyl)-7-(4-chlorophenyl)-[1,2,4]triazolo[4,3-b]pyridazin-3-yl)methanone). Yield: 66.4%. As a reaction SMILES: [Cl:1][C:2]1[CH:7]=[CH:6][CH:5]=[CH:4][C:3]=1[C:8]1[C:9]([C:22]2[CH:27]=[CH:26][C:25]([Cl:28])=[CH:24][CH:23]=2)=[CH:10][C:11]2[N:12]([C:14]([C:17](OCC)=[O:18])=[N:15][N:16]=2)[N:13]=1.[CH2:29]([CH:36]1[CH2:41][CH2:40][NH:39][CH2:38][CH2:37]1)[C:30]1[CH:35]=[CH:34][CH:33]=[CH:32][CH:31]=1>CO>[CH2:29]([CH:36]1[CH2:41][CH2:40][N:39]([C:17]([C:14]2[N:12]3[N:13]=[C:8]([C:3]4[CH:4]=[CH:5][CH:6]=[CH:7][C:2]=4[Cl:1])[C:9]([C:22]4[CH:27]=[CH:26][C:25]([Cl:28])=[CH:24][CH:23]=4)=[CH:10][C:11]3=[N:16][N:15]=2)=[O:18])[CH2:38][CH2:37]1)[C:30]1[CH:35]=[CH:34][CH:33]=[CH:32][CH:31]=1. Procedure: A solution of ethyl 6-(2-chlorophenyl)-7-(4-chlorophenyl)-[1,2,4]triazolo[4,3-b]pyridazine-3-carboxylate (21 mg, 0.05 mmol) and 4-benzylpiperidine (0.175 mL, 1.0 mmol) in methanol (0.5 mL) was heated in a microwave oven at 160° C. for 30 min. After cooling to room temperature, the reaction mixture was concentrated under reduced pressure, then the crude product was purified using reverse phase preparative HPLC (Conditions: Water SunFire Prep C18, OBD 19×100 m, 5 □m; Fluted with 0% to 100% B, 10 m... Reactants: Clc1ccc(CBr)c(I)c1, O=Cc1ccc2[nH]ncc2c1. The product is O=Cc1ccc2c(cnn2Cc2ccc(Cl)cc2I)c1. RXN SMILES: [Br:12][CH2:13][c:14]1[c:15]([I:21])[cH:16][c:17]([Cl:20])[cH:18][cH:19]1.[nH:1]1[n:2][cH:3][c:4]2[cH:5][c:6]([CH:10]=[O:11])[cH:7][cH:8][c:9]12>>[n:1]1([CH2:13][c:14]2[c:15]([I:21])[cH:16][c:17]([Cl:20])[cH:18][cH:19]2)[n:2][cH:3][c:4]2[cH:5][c:6]([CH:10]=[O:11])[cH:7][cH:8][c:9]12.